This data is from the Open Reaction Database (ORD), a public repository of structured organic reaction records. The task is: describe an organic reaction: reactants, conditions, products, and yield The reactants are ClC1=CC=C(CC(C(=O)N(CC)CC)C(=O)NS(=O)(=O)C2=CC3=CC=CC=C3C=C2)C=C1 (2-(4-chlorobenzyl)-N,N-diethyl-N′-(2-naphthylsulfonyl)malonamide), Cl (hydrochloric acid), C(C)(=O)OCC (ethyl acetate). Yields the product ClC1=CC=C(CC(C(=O)O)C(=O)NS(=O)(=O)C2=CC3=CC=CC=C3C=C2)C=C1 (2-(4-chlorobenzyl)-3-[(2-naphthylsulfonyl)amino]-3-oxopropionic acid). RXN SMILES: [Cl:1][C:2]1[CH:32]=[CH:31][C:5]([CH2:6][CH:7]([C:15]([NH:17][S:18]([C:21]2[CH:30]=[CH:29][C:28]3[C:23](=[CH:24][CH:25]=[CH:26][CH:27]=3)[CH:22]=2)(=[O:20])=[O:19])=[O:16])[C:8](N(CC)CC)=[O:9])=[CH:4][CH:3]=1.Cl.C(OCC)(=[O:36])C>>[Cl:1][C:2]1[CH:32]=[CH:31][C:5]([CH2:6][CH:7]([C:15]([NH:17][S:18]([C:21]2[CH:30]=[CH:29][C:28]3[C:23](=[CH:24][CH:25]=[CH:26][CH:27]=3)[CH:22]=2)(=[O:20])=[O:19])=[O:16])[C:8]([OH:36])=[O:9])=[CH:4][CH:3]=1. Procedure: To the compound (2.10 g) obtained in Example 110 (4) were added 0.5 mol/L hydrochloric acid (40 ml) and ethyl acetate (80 mL), and the organic layer was collected by partitioning and washed with brine. The organic layer was concentrated under reduced pressure to give the title compound (1.90 g) as a white solid. Reactants: BrC1=CC=C2CC(N(CC2=C1)C1=NC(=NC(=C1)N1CCN(CC1)C)N)CO[Si](C)(C)C(C)(C)C (4-[7-bromo-3-({[tert-butyl(dimethyl)silyl]oxy}methyl)-3,4-dihydroisoquinolin-2(1H)-yl]-6-(4-methylpiperazin-1-yl)pyrimidin-2-amine), fluorosilicic acid. Run in O1CCOCC1 (1,4-dioxane), O (water). Run at time 2 hour. Product: NC1=NC(=CC(=N1)N1CC2=CC(=CC=C2CC1CO)Br)N1CCN(CC1)C ({2-[2-amino-6-(4-methylpiperazin-1-yl)pyrimidin-4-yl]-7-bromo-1,2,3,4-tetrahydroisoquinolin-3-yl}methanol). RXN SMILES: [Br:1][C:2]1[CH:11]=[C:10]2[C:5]([CH2:6][CH:7]([CH2:26][O:27][Si](C(C)(C)C)(C)C)[N:8]([C:12]3[CH:17]=[C:16]([N:18]4[CH2:23][CH2:22][N:21]([CH3:24])[CH2:20][CH2:19]4)[N:15]=[C:14]([NH2:25])[N:13]=3)[CH2:9]2)=[CH:4][CH:3]=1.F[Si-2](F)(F)(F)(F)F.[H+].[H+]>O1CCOCC1.O>[NH2:25][C:14]1[N:13]=[C:12]([N:8]2[CH:7]([CH2:26][OH:27])[CH2:6][C:5]3[C:10](=[CH:11][C:2]([Br:1])=[CH:3][CH:4]=3)[CH2:9]2)[CH:17]=[C:16]([N:18]2[CH2:23][CH2:22][N:21]([CH3:24])[CH2:20][CH2:19]2)[N:15]=1 |f:1.2.3|. Reported procedure: To a solution of 4-[7-bromo-3-({[tert-butyl(dimethyl)silyl]oxy}methyl)-3,4-dihydroisoquinolin-2(1H)-yl]-6-(4-methylpiperazin-1-yl)pyrimidin-2-amine (150 mg, 0.27 mmol) in 1,4-dioxane (3 mL) was added 1.7 M of fluorosilicic acid in water (480 uL). The reaction mixture was stirred at r.t. for 2 h., and then concentrated to remove dioxane. The residue was dissolved in MeOH and purified by RP-HPLC (pH=10) to afford the desired compound. LCMS(M+H)+: m/z=433.2. The product is COC(=O)c1ccc(OC)c(N)c1. RXN SMILES: [CH3:13][C:14](=[O:15])[Cl:16].[CH3:17][OH:18].[NH2:1][c:2]1[cH:3][c:4]([C:5](=[O:6])[OH:7])[cH:8][cH:9][c:10]1[O:11][CH3:12]>>[NH2:1][c:2]1[cH:3][c:4]([C:5](=[O:6])[O:7][CH3:13])[cH:8][cH:9][c:10]1[O:11][CH3:12]. The reactants are CC(=O)Cl, CO, COc1ccc(C(=O)O)cc1N. Starting materials: C(C=C)C(CO[SiH2]C1=CC=C(C=C1)I)CC=C (4-(diallylethoxysilyl)iodobenzene), tetrakistriphenylphosphine palladium, C([O-])([O-])=O.[K+].[K+] (potassium carbonate), C1(=CC=CC=C1)B(O)O (phenyl boronic acid), resultant mixture, C1(=CC=CC=C1)C (toluene). Run in CCOCC (ether). Product: C(C=C)C(CO[SiH2]C1=CC=C(C=C1)C1=CC=CC=C1)CC=C (4-(diallylethoxysilyl)biphenyl), organosilane. The yield is 78.0%. As a reaction SMILES: [CH2:1]([CH:4]([CH2:15][CH:16]=[CH2:17])[CH2:5][O:6][SiH2:7][C:8]1[CH:13]=[CH:12][C:11](I)=[CH:10][CH:9]=1)[CH:2]=[CH2:3].C(=O)([O-])[O-].[K+].[K+].[C:24]1(B(O)O)[CH:29]=[CH:28][CH:27]=[CH:26][CH:25]=1.C1(C)C=CC=CC=1>CCOCC>[CH2:1]([CH:4]([CH2:15][CH:16]=[CH2:17])[CH2:5][O:6][SiH2:7][C:8]1[CH:13]=[CH:12][C:11]([C:24]2[CH:29]=[CH:28][CH:27]=[CH:26][CH:25]=2)=[CH:10][CH:9]=1)[CH:2]=[CH2:3] |f:1.2.3|. Procedure details: At first, a mixture of the 4-(diallylethoxysilyl)iodobenzene (148 mg, 0.41 mmol) obtained in Example 2, tetrakistriphenylphosphine palladium (Pd(PPh3)4: 14.3 mg, 0.012 mmol), potassium carbonate (K2CO3: 85.1 mg, 0.62 mmol), and phenyl boronic acid (60 mg, 0.49 mmol) was added with distilled toluene (dist.toluene: 5 mL). Subsequently, the resultant mixture was stirred under a nitrogen atmosphere at 80° C. for 13 hours to obtain a reaction mixture. Thereafter, the reaction mixture was diluted with... Starting materials: CS(C)=O, CC(=O)N1CCc2nc(Nc3ccc(-c4cnco4)cc3)nc(OS(=O)(=O)C(F)(F)F)c2C1, CC(=O)c1cccc(N)c1. The product is CC(=O)c1cccc(Nc2nc(Nc3ccc(-c4cnco4)cc3)nc3c2CN(C(C)=O)CC3)c1. RXN SMILES: [CH3:44][S:45]([CH3:46])=[O:47].[F:1][C:2]([F:3])([F:4])[S:5]([O:6][c:7]1[c:8]2[c:9]([n:10][c:11]([NH:13][c:14]3[cH:15][cH:16][c:17](-[c:20]4[cH:21][n:22][cH:23][o:24]4)[cH:18][cH:19]3)[n:12]1)[CH2:25][CH2:26][N:27]([C:29]([CH3:30])=[O:31])[CH2:28]2)(=[O:32])=[O:33].[NH2:34][c:35]1[cH:36][c:37]([C:41]([CH3:42])=[O:43])[cH:38][cH:39][cH:40]1>>[c:7]1([NH:34][c:35]2[cH:36][c:37]([C:41]([CH3:42])=[O:43])[cH:38][cH:39][cH:40]2)[c:8]2[c:9]([n:10][c:11]([NH:13][c:14]3[cH:15][cH:16][c:17](-[c:20]4[cH:21][n:22][cH:23][o:24]4)[cH:18][cH:19]3)[n:12]1)[CH2:25][CH2:26][N:27]([C:29]([CH3:30])=[O:31])[CH2:28]2. Reactants: CCOC(=O)CC1=CC2C(CCC3(C)C(O)CCC23)c2ccc(O)cc21, CCOC(=O)CC1CC2C(CCC3(C)C(O)CCC23)c2ccc(O)cc21, CO, [H][H], C1CCOC1. Product: CCOC(=O)C=C1CC2C(CCC3(C)C(O)CCC23)c2ccc(O)cc21. As a reaction SMILES: [CH2:1]([CH3:2])[O:3][C:4](=[O:5])[CH2:6][C:7]1=[CH:8][CH:9]2[CH:10]3[CH2:11][CH2:12][CH:13]([OH:26])[C:14]3([CH3:15])[CH2:16][CH2:17][CH:18]2[c:19]2[cH:20][cH:21][c:22]([OH:25])[cH:23][c:24]21.[CH2:34]([O:35][C:36]([CH2:37][CH:38]1[c:39]2[cH:40][c:41]([OH:42])[cH:43][cH:44][c:45]2[CH:46]2[CH:47]([CH:48]3[C:49]([CH3:52])([CH2:50][CH2:51]2)[CH:53]([OH:54])[CH2:55][CH2:56]3)[CH2:57]1)=[O:58])[CH3:59].[CH3:60][OH:61].[H:32][H:33].[O:27]1[CH2:28][CH2:29][CH2:30][CH2:31]1>>[CH2:1]([CH3:2])[O:3][C:4](=[O:5])[CH:6]=[C:7]1[CH2:8][CH:9]2[CH:10]3[CH2:11][CH2:12][CH:13]([OH:26])[C:14]3([CH3:15])[CH2:16][CH2:17][CH:18]2[c:19]2[cH:20][cH:21][c:22]([OH:25])[cH:23][c:24]21. Starting materials: CCOC(C)=O, COc1ccc([N+](=O)[O-])cc1NC(=O)NC(=O)c1cc(F)c(F)cc1Cl, [Na+], [OH-]. The product is COc1ccc(N)cc1NC(=O)NC(=O)c1cc(F)c(F)cc1Cl. Reaction SMILES: [CH3:29][CH2:30][O:31][C:32](=[O:33])[CH3:34].[Cl:1][c:2]1[c:3]([C:4](=[O:5])[NH:6][C:7](=[O:8])[NH:9][c:10]2[c:11]([O:19][CH3:20])[cH:12][cH:13][c:14]([N+:16]([O-:17])=[O:18])[cH:15]2)[cH:21][c:22]([F:26])[c:23]([F:25])[cH:24]1.[Na+:28].[OH-:27]>>[Cl:1][c:2]1[c:3]([C:4](=[O:5])[NH:6][C:7](=[O:8])[NH:9][c:10]2[c:11]([O:19][CH3:20])[cH:12][cH:13][c:14]([NH2:16])[cH:15]2)[cH:21][c:22]([F:26])[c:23]([F:25])[cH:24]1. Reactants: CN1C(CC[C@@]2(C3=C(CC[C@@H]12)C=C(C=C3)S)C)=O ((+)-(4aR)-(10bR)-4-methyl-8-mercapto-10b-methyl-1,2,3,4,4a,-5,6,10b-octahydrobenzo[f]quinolin-3-one), C([O-])([O-])=O.[K+].[K+] (potassium carbonate), ClC=1SC2=C(N1)C(=CC=C2)Cl (2,4-dichlorobenzo-thiazole), CN(C=O)C (dimethyl formamide). Run in C(C)(=O)OCC (ethyl acetate). The product is CN1C(CC[C@@]2(C3=C(CC[C@@H]12)C=C(C=C3)SC=3SC1=C(N3)C(=CC=C1)Cl)C)=O ((+)-(4aR)-(10bR)-4-methyl-8-(4-chloro-2-benzothiazolylthio)-10b-methyl-1,2,3,4,4a,5,6,10b-octahydrobenzo[f]quinolin-3-one). The yield is 49.1%. As a reaction SMILES: [CH3:1][N:2]1[C@H:11]2[C@@:6]([CH3:17])([C:7]3[CH:15]=[CH:14][C:13]([SH:16])=[CH:12][C:8]=3[CH2:9][CH2:10]2)[CH2:5][CH2:4][C:3]1=[O:18].C(=O)([O-])[O-].[K+].[K+].Cl[C:26]1[S:27][C:28]2[CH:34]=[CH:33][CH:32]=[C:31]([Cl:35])[C:29]=2[N:30]=1.CN(C)C=O>C(OCC)(=O)C>[CH3:1][N:2]1[C@H:11]2[C@@:6]([CH3:17])([C:7]3[CH:15]=[CH:14][C:13]([S:16][C:26]4[S:27][C:28]5[CH:34]=[CH:33][CH:32]=[C:31]([Cl:35])[C:29]=5[N:30]=4)=[CH:12][C:8]=3[CH2:9][CH2:10]2)[CH2:5][CH2:4][C:3]1=[O:18] |f:1.2.3|. Reported procedure: A 15 mL round bottom flask was charged with (+)-(4aR)-(10bR)-4-methyl-8-mercapto-10b-methyl-1,2,3,4,4a,-5,6,10b-octahydrobenzo[f]quinolin-3-one (100 mg, 0.38 mmol), potassium carbonate (158 mg, 1.14 mmol), 2,4-dichlorobenzo-thiazole (94 mg, 0.46 mmol) and 1 mL of anhydrous dimethyl formamide, fitted with a reflux condenser, and the stirred mixture was heated at 60°, under nitrogen, for 48 h. The mixture was cooled, diluted with ethyl acetate (75 mL) and washed with brine (2×25 mL). The combined ... Reactants: C1C(=CC2=CC=CC=C12)C=1NC2=CC=CC=C2C1 (2-(2indenyl)indole), C(#N)\C=C/C(=O)OCC (ethyl cis-β-cyanoacrylate). Solvent: FC(C(=O)O)(F)F (trifluoroacetic acid). Run at temperature 120 celsius, time 4 hour. Product: C1=CC=CC2=C1CC1=C2C=2C(C=3C4=CC=CC=C4NC13)=CC(N2)=O (13H-Indeno[2,3-a]pyrrolo[2,3-c]carbazole-6(6H)one). Yield: 12.2%. Reaction SMILES: [CH2:1]1[C:9]2[C:4](=[CH:5][CH:6]=[CH:7][CH:8]=2)[CH:3]=[C:2]1[C:10]1[NH:11][C:12]2[C:17]([CH:18]=1)=[CH:16][CH:15]=[CH:14][CH:13]=2.[C:19](/[CH:21]=[CH:22]\[C:23]([O:25]CC)=O)#[N:20]>FC(F)(F)C(O)=O>[CH:5]1[C:4]2[CH2:3][C:2]3[C:10]4[NH:11][C:12]5[C:17](=[CH:16][CH:15]=[CH:14][CH:13]=5)[C:18]=4[C:21]4=[CH:22][C:23](=[O:25])[N:20]=[C:19]4[C:1]=3[C:9]=2[CH:8]=[CH:7][CH:6]=1. Reported procedure: A mixture of 2-(2-indenyl)indole 4 (75 mg; 0.32 mmol) and ethyl cis-β-cyanoacrylate (81 mg; 0.64 mmol) in trifluoroacetic acid (1 mL) was heated in a sealed reaction vial at 120° C. for 1 h., followed by 4 h at 160° C. The mixture was evaporated at reduced pressure and the residue was triturated with ether. The resulting solid was chromatographed (silica gel; EtOAc: hexanes; 1:1) to give 12 mg (12%) of tan solid product; mp 275°-280° C., MS (ES+) 310 (M+). This compound showed identical spectral... The reactants are C12C(=CC(CC1)C2)B(O)O (bicyclo[2.2.1]hept-2-en-2-ylboronic acid), C(C)C1CC=C(CC1)C1=CC=C(C(=N1)CN[C@@H](CO)C(C)C)F ((2R)-2-(((6-(4-ethylcyclohex-1-en-1-yl)-3-fluoropyridin-2-yl)methyl)amino)-3-methylbutan-1-ol). Reagents/catalysts: [Pd] (Pd/C). Product: C(C)C1CC=C(CC1)C1=CC=C(C(=N1)CN[C@@H](CO)C(C)C)F ((2R)-2-(((6-(4-ethylcyclohex-1-en-1-yl)-3-fluoropyridin-2-yl)methyl)amino)-3-methylbutan-1-ol), C(C)C1CCC(CC1)C1=CC=C(C(=N1)CN[C@@H](CO)C(C)C)F ((2R)-2-({[6-(4-ethylcyclohexyl)-3-fluoropyridin-2-yl]methyl}amino)-3-methylbutan-1-ol). RXN SMILES: C12CC(CC1)C=C2B(O)O.[CH2:11]([CH:13]1[CH2:18][CH2:17][C:16]([C:19]2[N:24]=[C:23]([CH2:25][NH:26][C@H:27]([CH:30]([CH3:32])[CH3:31])[CH2:28][OH:29])[C:22]([F:33])=[CH:21][CH:20]=2)=[CH:15][CH2:14]1)[CH3:12]>[Pd]>[CH2:11]([CH:13]1[CH2:18][CH2:17][C:16]([C:19]2[N:24]=[C:23]([CH2:25][NH:26][C@H:27]([CH:30]([CH3:32])[CH3:31])[CH2:28][OH:29])[C:22]([F:33])=[CH:21][CH:20]=2)=[CH:15][CH2:14]1)[CH3:12].[CH2:11]([CH:13]1[CH2:14][CH2:15][CH:16]([C:19]2[N:24]=[C:23]([CH2:25][NH:26][C@H:27]([CH:30]([CH3:32])[CH3:31])[CH2:28][OH:29])[C:22]([F:33])=[CH:21][CH:20]=2)[CH2:17][CH2:18]1)[CH3:12]. Reported procedure: (2R)-2-(((6-(4-ethylcyclohex-1-en-1-yl)-3-fluoropyridin-2-yl)methyl)amino)-3-methylbutan-1-ol was prepared according to Example 199, substituting 2-(4-ethylcyclohex-1-enyl)-4,4,5,5-tetramethyl-1,3,2-dioxaborolane for bicyclo[2.2.1]hept-2-en-2-ylboronic acid. (2R)-2-(((6-(4-ethylcyclohex-1-en-1-yl)-3-fluoropyridin-2-yl)methyl)amino)-3-methylbutan-1-ol was subjected to hydrogenation (H2 atmosphere, Pd/C catalyst) to provide the title compound. MS (ESI+) m/z 323 (M+H)+.